This data is from the Open Reaction Database (ORD), a public repository of structured organic reaction records. The task is: describe an organic reaction: reactants, conditions, products, and yield Starting materials: COC(=O)C1=CC(=NO1)OCC=1C(=NOC1CO)C1=CC=C(C=C1)F (3-[3-(4-fluoro-phenyl)-5-hydroxymethyl-isoxazol-4-ylmethoxy]-isoxazole-5-carboxylic acid methyl ester), C[Al](C)C (Trimethylaluminum), solution, C(C)(C)N (isopropylamine). The solvent is O1CCOCC1 (dioxane), CCCCCC (hexane), O1CCOCC1 (dioxane). Reaction conditions: temperature 80 celsius, time 1 hour. The product is C(C)(C)NC(=O)C1=CC(=NO1)OCC=1C(=NOC1CO)C1=CC=C(C=C1)F (3-[3-(4-Fluoro-phenyl)-5-hydroxymethyl-isoxazol-4-ylmethoxy]-isoxazole-5-carboxylic acid isopropylamide). The yield is 45.9%. Reaction SMILES: C[Al](C)C.[CH:5]([NH2:8])([CH3:7])[CH3:6].C[O:10][C:11]([C:13]1[O:17][N:16]=[C:15]([O:18][CH2:19][C:20]2[C:21]([C:27]3[CH:32]=[CH:31][C:30]([F:33])=[CH:29][CH:28]=3)=[N:22][O:23][C:24]=2[CH2:25][OH:26])[CH:14]=1)=O>CCCCCC.O1CCOCC1>[CH:5]([NH:8][C:11]([C:13]1[O:17][N:16]=[C:15]([O:18][CH2:19][C:20]2[C:21]([C:27]3[CH:32]=[CH:31][C:30]([F:33])=[CH:29][CH:28]=3)=[N:22][O:23][C:24]=2[CH2:25][OH:26])[CH:14]=1)=[O:10])([CH3:7])[CH3:6]. Reported procedure: Trimethylaluminum (0.57 mL of a 2 M solution in hexane, 1.15 mmol) was slowly added to a solution of isopropylamine (68.2 mg, 1.15 mmol) in dioxane (5.0 mL) and stirred at 80° C. for 1 h. Then a solution of 3-[3-(4-fluoro-phenyl)-5-hydroxymethyl-isoxazol-4-ylmethoxy]-isoxazole-5-carboxylic acid methyl ester (100 mg, 0.29 mmol) in dioxane (5.0 mL) was added dropwise. The mixture was stirred at 85° C. overnight. After cooling to room temperature and extractive workup (ethyl acetate/aqueous saturat... The reactants are N1=CC=C(C=C1)COC1=CC=C2C(NC=NC2=C1)=O (7-(4-pyridylmethoxy)-3,4-dihydroquinazolin-4-one), S(=O)(Cl)Cl (thionyl chloride). Reagents/catalysts: CN(C)C=O (DMF). Reaction conditions: temperature 60 celsius. The product is Cl.ClC1=NC=NC2=CC(=CC=C12)OCC1=CC=NC=C1 (4-chloro-7-(4-pyridylmethoxy)quinazoline hydrochloride). Yield: 98.0%. RXN SMILES: [N:1]1[CH:6]=[CH:5][C:4]([CH2:7][O:8][C:9]2[CH:18]=[C:17]3[C:12]([C:13](=O)[NH:14][CH:15]=[N:16]3)=[CH:11][CH:10]=2)=[CH:3][CH:2]=1.S(Cl)([Cl:22])=O>CN(C=O)C>[ClH:22].[Cl:22][C:13]1[C:12]2[C:17](=[CH:18][C:9]([O:8][CH2:7][C:4]3[CH:5]=[CH:6][N:1]=[CH:2][CH:3]=3)=[CH:10][CH:11]=2)[N:16]=[CH:15][N:14]=1 |f:3.4|. Reported procedure: A mixture of 7-(4-pyridylmethoxy)-3,4-dihydroquinazolin-4-one (320 mg, 1.26 mmol), DMF (1 drop) and thionyl chloride (10 ml) was heated at 60° C. for 1 hour. The volatiles were removed by evaporation, the residue was triturated with ether, collected by filtration, washed with ether and dried under vacuum to give 4-chloro-7-(4-pyridylmethoxy)quinazoline hydrochloride (435 mg, 98%).